From a dataset of the Open Reaction Database (ORD), a public repository of structured organic reaction records. describe an organic reaction: reactants, conditions, products, and yield Reactants: Cc1c[nH]c2ccc(S(C)(=O)=O)cc12, [H-], [Na+], CN(C)C=O. Yields the product Cc1cn(N)c2ccc(S(C)(=O)=O)cc12. As a reaction SMILES: [CH3:3][S:4](=[O:5])(=[O:6])[c:7]1[cH:8][c:9]2[c:10]([CH3:16])[cH:11][nH:12][c:13]2[cH:14][cH:15]1.[H-:2].[Na+:1].[O:17]=[CH:18][N:19]([CH3:20])[CH3:21]>>[CH3:3][S:4](=[O:5])(=[O:6])[c:7]1[cH:8][c:9]2[c:10]([CH3:16])[cH:11][n:12]([NH2:19])[c:13]2[cH:14][cH:15]1.